From a dataset of the Open Reaction Database (ORD), a public repository of structured organic reaction records. describe an organic reaction: reactants, conditions, products, and yield The solvent is CCOCC (ether), C1(=CC=CC=C1)C (toluene). RXN SMILES: [CH3:1][C:2]1([CH3:19])[O:18][CH:15]([CH:16]=[CH2:17])[CH:4]([CH:5]([O:9][CH:10]([O:12][CH2:13][CH3:14])[CH3:11])[CH2:6][C:7]#N)[O:3]1.[H-].C([Al+]CC(C)C)C(C)C.S(=O)(=O)(O)[OH:31]>C1(C)C=CC=CC=1.CCOCC>[CH3:1][C:2]1([CH3:19])[O:18][CH:15]([CH:16]=[CH2:17])[CH:4]([CH:5]([O:9][CH:10]([O:12][CH2:13][CH3:14])[CH3:11])[CH2:6][CH:7]=[O:31])[O:3]1 |f:1.2|. Procedure details: 4,5-(Dimethylmethylenedioxy)-3-(1-ethoxyethoxy)-6-heptenenitrile (1.40 g) was dissolved in 13 ml of dry toluene, and 2.0 ml of 2N diisobutyl aluminum hydride was added dropwise at -78° C. After stirring at -78° C. for 100 minutes, the temperature was then elevated to 0° C., and 10% dilute sulfuric acid was then gradually added. The reaction mixture was diluted with ether, and the organic layer was washed with a sodium chloride aqueous solution, dried over anhydrous magnesium sulfate, and concent... Reactants: [H-].C(C(C)C)[Al+]CC(C)C (diisobutyl aluminum hydride), CC1(OC(C(CC#N)OC(C)OCC)C(C=C)O1)C (4,5-(Dimethylmethylenedioxy)-3-(1-ethoxyethoxy)-6-heptenenitrile), S(O)(O)(=O)=O (sulfuric acid). Yields the product CC1(OC(C(CC=O)OC(C)OCC)C(C=C)O1)C (4,5-(dimethylmethylenedioxy)-3-(1-ethoxyethoxy)-6-heptenal). Reaction conditions: temperature -78 celsius, time 100 minute. Starting materials: C(C)NCC (Diethylamine), FC1=C(COCCCCBr)C=C(C=C1)Br (4-(2-fluoro-5-bromobenzyloxy)butyl bromide). Run in O1CCCC1 (tetrahydrofuran), C(Cl)Cl (methylene chloride). Run at time 18 hour. The product is CN(C)CCCCOCC1=C(C=CC(=C1)Br)F (N,N-dimethyl-4-(2-fluoro-5-bromobenzyloxy)butylamine). As a reaction SMILES: [CH2:1]([NH:3][CH2:4]C)C.[F:6][C:7]1[CH:19]=[CH:18][C:17]([Br:20])=[CH:16][C:8]=1[CH2:9][O:10][CH2:11][CH2:12][CH2:13][CH2:14]Br>O1CCCC1.C(Cl)Cl>[CH3:1][N:3]([CH2:14][CH2:13][CH2:12][CH2:11][O:10][CH2:9][C:8]1[CH:16]=[C:17]([Br:20])[CH:18]=[CH:19][C:7]=1[F:6])[CH3:4]. Procedure details: Diethylamine (17.6 ml, 35.3 mmol) was added to a solution of 4-(2-fluoro-5-bromobenzyloxy)butyl bromide (1.2 g, 3.53 mmol) in tetrahydrofuran (18 ml). The resulting mixture was stirred at ambient temperature for about 18 hours. The reaction mixture was diluted with methylene chloride and washed with saturated sodium bicarbonate. The aqueous fraction was back extracted with methylene chloride. The organic fractions were combined and dried over sodium sulfate. The solvents were removed in vacuo. T... The reactants are ClC=1C(=NC=CC1OC1=C(C=C(C=C1)NC(=O)C1=CNC=C(C1=O)C1=CC=C(C=C1)F)F)N=C(C1=CC=CC=C1)C1=CC=CC=C1 (N-(4-(3-chloro-2-(diphenylmethyleneamino)pyridin-4-yloxy)-3-fluorophenyl)-5-(4-fluorophenyl)-4-oxo-1,4-dihydropyridine-3-carboxamide), Cl (HCl). The solvent is C1CCOC1 (THF). The product is Cl.NC1=NC=CC(=C1Cl)OC1=C(C=C(C=C1)NC(=O)C1=CNC=C(C1=O)C1=CC=C(C=C1)F)F (N-(4-(2-Amino-3-chloropyridin-4-yloxy)-3-fluorophenyl)-5-(4-fluorophenyl)-4-oxo-1,4-dihydropyridine-3-carboxamide, hydrochloride salt). RXN SMILES: [Cl:1][C:2]1[C:3]([N:33]=C(C2C=CC=CC=2)C2C=CC=CC=2)=[N:4][CH:5]=[CH:6][C:7]=1[O:8][C:9]1[CH:14]=[CH:13][C:12]([NH:15][C:16]([C:18]2[C:23](=[O:24])[C:22]([C:25]3[CH:30]=[CH:29][C:28]([F:31])=[CH:27][CH:26]=3)=[CH:21][NH:20][CH:19]=2)=[O:17])=[CH:11][C:10]=1[F:32].Cl>C1COCC1>[ClH:1].[NH2:33][C:3]1[C:2]([Cl:1])=[C:7]([O:8][C:9]2[CH:14]=[CH:13][C:12]([NH:15][C:16]([C:18]3[C:23](=[O:24])[C:22]([C:25]4[CH:26]=[CH:27][C:28]([F:31])=[CH:29][CH:30]=4)=[CH:21][NH:20][CH:19]=3)=[O:17])=[CH:11][C:10]=2[F:32])[CH:6]=[CH:5][N:4]=1 |f:3.4|. Reported procedure: The HCl salt of N-(4-(2-amino-3-chloropyridin-4-yloxy)-3-fluorophenyl)-5-(4-fluorophenyl)-4-oxo-1,4-dihydropyridine-3-carboxamide (Example 3) is obtained by treating a solution of N-(4-(3-chloro-2-(diphenylmethyleneamino)pyridin-4-yloxy)-3-fluorophenyl)-5-(4-fluorophenyl)-4-oxo-1,4-dihydropyridine-3-carboxamide (Preparation 3G) in THF with excess aqueous HCl at room temperature. The volatiles are removed in vacuo to provide the desired compound.